Task: describe an organic reaction: reactants, conditions, products, and yield. Dataset: the Open Reaction Database (ORD), a public repository of structured organic reaction records The reactants are CCO, O=C1C(Cl)=C(Cl)C(=O)c2ccccc21, Nc1ccc(O)cc1. Product: O=C1C(Cl)=C(Nc2ccc(O)cc2)C(=O)c2ccccc21. RXN SMILES: [CH3:23][CH2:24][OH:25].[Cl:1][C:2]1=[C:11]([Cl:12])[C:10](=[O:13])[c:9]2[c:4]([cH:5][cH:6][cH:7][cH:8]2)[C:3]1=[O:14].[NH2:15][c:16]1[cH:17][cH:18][c:19]([OH:22])[cH:20][cH:21]1>>[C:2]1([NH:15][c:16]2[cH:17][cH:18][c:19]([OH:22])[cH:20][cH:21]2)=[C:11]([Cl:12])[C:10](=[O:13])[c:9]2[c:4]([cH:5][cH:6][cH:7][cH:8]2)[C:3]1=[O:14]. Starting materials: CC#N, O=C1C=Cc2cc(F)ccc2C1=O, CC(C)(C)OC(=O)N1CCC(O)(CS)CC1. The product is CC(C)(C)OC(=O)N1CCC(O)(CSC2=CC(=O)C(=O)c3ccc(F)cc32)CC1. As a reaction SMILES: [CH3:30][C:31]#[N:32].[F:17][c:18]1[cH:19][c:20]2[c:25]([cH:26][cH:27]1)[C:24](=[O:28])[C:23](=[O:29])[CH:22]=[CH:21]2.[OH:1][C:2]1([CH2:15][SH:16])[CH2:3][CH2:4][N:5]([C:8](=[O:9])[O:10][C:11]([CH3:12])([CH3:13])[CH3:14])[CH2:6][CH2:7]1>>[OH:1][C:2]1([CH2:15][S:16][C:21]2=[CH:22][C:23](=[O:29])[C:24](=[O:28])[c:25]3[c:20]2[cH:19][c:18]([F:17])[cH:27][cH:26]3)[CH2:3][CH2:4][N:5]([C:8](=[O:9])[O:10][C:11]([CH3:12])([CH3:13])[CH3:14])[CH2:6][CH2:7]1. Starting materials: NC1=C(C=C(C=O)C=C1C(F)(F)F)Cl (4-amino-3-chloro-5-trifluoromethyl-benzaldehyde), [NH4+].[Cl-] (NH4Cl), [H-].[Na+] (NaH), C(C)OP(OCC)(=O)CC(=O)N1C(OC[C@H]1CC1=CC=CC=C1)=O (diethyl[2-((R)-4-benzyl-2-oxo-oxazolidin-3-yl)-2-oxo-ethyl]-phosphonate). Solvent: C1CCOC1 (THF), C1CCOC1 (THF). Run at temperature 35 celsius, time 35 minute. Product: NC1=C(C=C(C=C1C(F)(F)F)/C=C/C(=O)N1C(OC[C@H]1CC1=CC=CC=C1)=O)Cl ((R)-3-[(E)-3-(4-amino-3-chloro-5-trifluoromethyl-phenyl)-acryloyl]-4-benzyl-oxazolidin-2-one). RXN SMILES: [H-].[Na+].C(OP([CH2:11][C:12]([N:14]1[C@H:18]([CH2:19][C:20]2[CH:25]=[CH:24][CH:23]=[CH:22][CH:21]=2)[CH2:17][O:16][C:15]1=[O:26])=[O:13])(=O)OCC)C.[NH2:27][C:28]1[C:35]([C:36]([F:39])([F:38])[F:37])=[CH:34][C:31]([CH:32]=O)=[CH:30][C:29]=1[Cl:40].[NH4+].[Cl-]>C1COCC1>[NH2:27][C:28]1[C:35]([C:36]([F:37])([F:38])[F:39])=[CH:34][C:31](/[CH:32]=[CH:11]/[C:12]([N:14]2[C@H:18]([CH2:19][C:20]3[CH:21]=[CH:22][CH:23]=[CH:24][CH:25]=3)[CH2:17][O:16][C:15]2=[O:26])=[O:13])=[CH:30][C:29]=1[Cl:40] |f:0.1,4.5|. Reported procedure: Under a nitrogen atmosphere 3.93 g (90.0 mmol) of NaH (55% in mineral oil) were added batchwise to a solution of 31.98 g (90.0 mmol) of diethyl[2-((R)-4-benzyl-2-oxo-oxazolidin-3-yl)-2-oxo-ethyl]-phosphonate in 400 mL of THF. The reaction mixture was stirred for 30 min at RT and for a further 35 min at 35° C. After the development of gas had ended, 16.0 g (71.5 mmol) of 4-amino-3-chloro-5-trifluoromethyl-benzaldehyde, dissolved in 50 mL THF, were added dropwise and stirred for a further 12 h at ... The reactants are FC1=CC=C(C=C1)N1N=CC(=C(C1=O)OCCC(C)(C)O)C1=CC=C(C=C1)S(=O)(=O)C (2-(4-fluorophenyl)-4-(3-hydroxy-3-methyl-1-butoxy)-5-[4-(methylsulfonyl)phenyl]-3(2H)-pyridazinone), N (NH3). The product is FC1=CC=C(C=C1)N1N=CC(=C(C1=O)OCCC(C)(C)O)C1=CC=C(C=C1)S(=O)(=O)N (2-(4-Fluorophenyl)-4-(3-hydroxy-3-methyl-1-butoxy)-5-[4-(aminosulfonyl)phenyl]-3(2H)-pyridazinone). Reaction SMILES: [F:1][C:2]1[CH:7]=[CH:6][C:5]([N:8]2[C:13](=[O:14])[C:12]([O:15][CH2:16][CH2:17][C:18]([OH:21])([CH3:20])[CH3:19])=[C:11]([C:22]3[CH:27]=[CH:26][C:25]([S:28](C)(=[O:30])=[O:29])=[CH:24][CH:23]=3)[CH:10]=[N:9]2)=[CH:4][CH:3]=1.[NH3:32]>>[F:1][C:2]1[CH:7]=[CH:6][C:5]([N:8]2[C:13](=[O:14])[C:12]([O:15][CH2:16][CH2:17][C:18]([OH:21])([CH3:20])[CH3:19])=[C:11]([C:22]3[CH:27]=[CH:26][C:25]([S:28]([NH2:32])(=[O:30])=[O:29])=[CH:24][CH:23]=3)[CH:10]=[N:9]2)=[CH:4][CH:3]=1. Reported procedure: The title compound was prepared according to the method of Example 459, substituting 2-(4-fluorophenyl)-4-(3-hydroxy-3-methyl-1-butoxy)-5-[4-(methylsulfonyl)phenyl]-3(2H)-pyridazinone in place of 2-(3,4-difluorophenyl)-4-(2-hydroxy-2-methyl-1-propoxy)-5-[4-(methylsulfonyl)phenyl]-3(2H)-pyridazinone (yield: 600 mg, 60%). mp 163-164° C.; 1H NMR (300 MHz, DMSO-d6) δ 1.05 (s, 6H), 1.73 (t, J=6 Hz, 2H), 4.30 (s, 1H), 4.52 (t, J=6 Hz, 2H), 7.37 (t, J=9 Hz, 1H), 7.47 (s, 2H, 7.37 (dd, J=9 Hz, J=3 Hz, 2... Starting materials: COC(=O)c1cc(Cl)nc(-c2ccc(CBr)cc2)c1, C1CCOC1, CNC. Yields the product COC(=O)c1cc(Cl)nc(-c2ccc(CN(C)C)cc2)c1. RXN SMILES: [Br:1][CH2:2][c:3]1[cH:4][cH:5][c:6](-[c:9]2[cH:10][c:11]([C:12](=[O:13])[O:14][CH3:15])[cH:16][c:17]([Cl:19])[n:18]2)[cH:7][cH:8]1.[CH2:23]1[O:24][CH2:25][CH2:26][CH2:27]1.[CH3:20][NH:21][CH3:22]>>[CH2:2]([c:3]1[cH:4][cH:5][c:6](-[c:9]2[cH:10][c:11]([C:12](=[O:13])[O:14][CH3:15])[cH:16][c:17]([Cl:19])[n:18]2)[cH:7][cH:8]1)[N:21]([CH3:20])[CH3:22].